From a dataset of the Open Reaction Database (ORD), a public repository of structured organic reaction records. describe an organic reaction: reactants, conditions, products, and yield Reactants: C(C)OC=1C=C(C(=O)OCC)C=CC1C (ethyl 3-ethoxy-4-methylbenzoate), BrN1C(CCC1=O)=O (N-bromosuccinimide), C(C)(=O)OCC (ethyl acetate). Reagents/catalysts: N(=NC(C#N)(C)C)C(C#N)(C)C (2,2′-azobis(2-methylpropionitrile)). Solvent: CCCCCC (hexane). Reaction conditions: time 14 hour. Yields the product BrCC1=C(C=C(C(=O)OCC)C=C1)OCC (ethyl 4-(bromomethyl)-3-ethoxybenzoate). Isolated yield 87.0%. RXN SMILES: [CH2:1]([O:3][C:4]1[CH:5]=[C:6]([CH:12]=[CH:13][C:14]=1[CH3:15])[C:7]([O:9][CH2:10][CH3:11])=[O:8])[CH3:2].[Br:16]N1C(=O)CCC1=O.C(OCC)(=O)C>N(C(C)(C)C#N)=NC(C)(C)C#N.CCCCCC>[Br:16][CH2:15][C:14]1[CH:13]=[CH:12][C:6]([C:7]([O:9][CH2:10][CH3:11])=[O:8])=[CH:5][C:4]=1[O:3][CH2:1][CH3:2]. Procedure details: To a mixture of ethyl 3-ethoxy-4-methylbenzoate (2.0 g), N-bromosuccinimide (1.9 g) and ethyl acetate (40 mL) was added 2,2′-azobis(2-methylpropionitrile) (15 mg), followed by stirring for 14 hours under heating with reflux. The mixture was left to be cooled, hexane was added thereto, the precipitated solid was separated by filtration, and the obtained filtrate was concentrated under reduced pressure. The residue was purified by silica gel column chromatography (ethyl acetate/hexane:5/95) to obt... Starting materials: C1(C=2C(C(N1CC(=O)NCC(=O)NN1C=NC3=CC=C(C=C3C1(C1=CC=CC=C1)O)Cl)=O)=CC=CC2)=O (3-[Nα -(2-phthalimidoacetyl)-glycylamino]-4-hydroxy-4-phenyl-6-chloro-3,4-dihydroquinazoline). The solvent is C(C)(=O)O (acetic acid). Yields the product ClC=1C=CC(=C(C(=O)C2=CC=CC=C2)C1)N1C(=NN=C1)CNC(CN1C(C=2C(C1=O)=CC=CC2)=O)=O (5-chloro-2-[3-(2-phthalimidoacetamidomethyl)-4H-1,2,4-triazol-4-yl]benzophenone). RXN SMILES: [C:1]1(=[O:37])[N:5]([CH2:6][C:7]([NH:9][CH2:10][C:11]([NH:13][N:14]2[C:23]([OH:30])([C:24]3[CH:29]=[CH:28][CH:27]=[CH:26][CH:25]=3)[C:22]3[C:17](=[CH:18][CH:19]=[C:20]([Cl:31])[CH:21]=3)[N:16]=[CH:15]2)=O)=[O:8])[C:4](=[O:32])[C:3]2=[CH:33][CH:34]=[CH:35][CH:36]=[C:2]12>C(O)(=O)C>[Cl:31][C:20]1[CH:19]=[CH:18][C:17]([N:16]2[CH:15]=[N:14][N:13]=[C:11]2[CH2:10][NH:9][C:7](=[O:8])[CH2:6][N:5]2[C:4](=[O:32])[C:3]3=[CH:33][CH:34]=[CH:35][CH:36]=[C:2]3[C:1]2=[O:37])=[C:22]([CH:21]=1)[C:23]([C:24]1[CH:29]=[CH:28][CH:27]=[CH:26][CH:25]=1)=[O:30]. Procedure: A solution of 3-[Nα -(2-phthalimidoacetyl)-glycylamino]-4-hydroxy-4-phenyl-6-chloro-3,4-dihydroquinazoline (0.7 g) in acetic acid (5 ml) is refluxed with heating for 2.5 hours. The reaction mixture is evaporated under reduced pressure, and the residue is dissolved in ethyl acetate. The ethyl acetate layer is washed with saturated aqueous sodium bicarbonate and water in order, dried over sodium sulfate, and evaporated under reduced pressure to remove the solvent. The residue is chromatographed on...